This data is from the Open Reaction Database (ORD), a public repository of structured organic reaction records. The task is: describe an organic reaction: reactants, conditions, products, and yield Reported procedure: Sodium sulfite (1.43 g, 11.3 mmol) was dissolved in water (8.00 mL). To this, (bromomethyl)cyclopropane (1.00 mL, 10.3 mmol) was added and the mixture was stirred with heat at 100° C. for 24 hours. The solvent in the reaction mixture was evaporated off under reduced pressure, and the residue was subjected to slurry purification using diisopropyl ether, to give sodium cyclopropanemethanesulfonate (2.10 g, yield: 99%). Product: C1(CC1)CS(=O)(=O)[O-].[Na+] (sodium cyclopropanemethanesulfonate). The solvent is O (water). Reactants: S(=O)([O-])[O-].[Na+].[Na+] (Sodium sulfite), BrCC1CC1 ((bromomethyl)cyclopropane). As a reaction SMILES: [S:1]([O-:4])([O-:3])=[O:2].[Na+:5].[Na+].Br[CH2:8][CH:9]1[CH2:11][CH2:10]1>O>[CH:9]1([CH2:8][S:1]([O-:4])(=[O:3])=[O:2])[CH2:11][CH2:10]1.[Na+:5] |f:0.1.2,5.6|. Yield: 128.9%. Run at temperature 100 celsius. The reactants are S(=O)(=O)(OC)OC (dimethyl sulfate), 13.5, CC=1N(C(NN1)=O)C1=CC=C(C=C1)[N+](=O)[O-] (2,4-dihydro-5-methyl-4-(4-nitrophenyl)-3H-1,2,4-triazol-3-one), [H-].[Na+] (sodium hydride). Run in CS(=O)C (dimethyl sulfoxide). Reaction conditions: time 3 hour. The product is CN1N=C(N(C1=O)C1=CC=C(C=C1)[N+](=O)[O-])C (2,4-dihydro-2,5-dimethyl-4-(4-nitrophenyl)-3H-1,2,4-triazol-3-one). RXN SMILES: [CH3:1][C:2]1[N:3]([C:8]2[CH:13]=[CH:12][C:11]([N+:14]([O-:16])=[O:15])=[CH:10][CH:9]=2)[C:4](=[O:7])[NH:5][N:6]=1.[H-].[Na+].S(OC)(O[CH3:23])(=O)=O>CS(C)=O>[CH3:23][N:5]1[C:4](=[O:7])[N:3]([C:8]2[CH:9]=[CH:10][C:11]([N+:14]([O-:16])=[O:15])=[CH:12][CH:13]=2)[C:2]([CH3:1])=[N:6]1 |f:1.2|. Procedure: To a stirred solution of 13.5 parts of 2,4-dihydro-5-methyl-4-(4-nitrophenyl)-3H-1,2,4-triazol-3-one in 100 parts of dimethyl sulfoxide are added 2 parts of sodium hydride dispersion 78% and the whole is stirred till foaming has ceased. Then there are added dropwise 8.1 parts of dimethyl sulfate. Upon completion, stirring is continued for 3 hours at room temperature. The reaction mixture is poured onto water and the product is extracted three times with trichioromethane. The combined extracts ar... The reactants are O=C1CCC(=O)N1Br, Cc1ccc(-c2ccccc2C#N)cc1Br, ClC(Cl)(Cl)Cl, CC(C)(C#N)N=NC(C)(C)C#N. The product is N#Cc1ccccc1-c1ccc(CBr)c(Br)c1. Reaction SMILES: [Br:17][N:18]1[C:19](=[O:20])[CH2:21][CH2:22][C:23]1=[O:24].[Br:1][c:2]1[cH:3][c:4](-[c:9]2[c:10]([C:15]#[N:16])[cH:11][cH:12][cH:13][cH:14]2)[cH:5][cH:6][c:7]1[CH3:8].[C:37]([Cl:38])([Cl:39])([Cl:40])[Cl:41].[N:25]#[C:26][C:27]([N:28]=[N:29][C:30]([C:31]#[N:32])([CH3:33])[CH3:34])([CH3:35])[CH3:36]>>[Br:1][c:2]1[cH:3][c:4](-[c:9]2[c:10]([C:15]#[N:16])[cH:11][cH:12][cH:13][cH:14]2)[cH:5][cH:6][c:7]1[CH2:8][Br:17].